This data is from the Open Reaction Database (ORD), a public repository of structured organic reaction records. The task is: describe an organic reaction: reactants, conditions, products, and yield Reported procedure: A solution of 345 g of 2-bromobenzaldehyde diethyl acetal in 3 l of dry tetrahydofuran was cooled to −40° C. In one portion, 913 ml of a 1.6 M solution of butyllithium in hexane were added under vigorous stirring. The resulting solution was stirred for 0.5 h at −25° C., after which a solution of 140 ml of 2-fluorobenzaldehyde in 350 ml tetrahydrofuran was added drop-wise. In a period of 4 h, the mixture was allowed to reach room temperature. The resulting mixture was pored upon ice-water and ext... The solvent is CCCCCC (hexane), O1CCCC1 (tetrahydrofuran), O1CCCC1 (tetrahydofuran). Run at temperature -25 celsius, time 0.5 hour. RXN SMILES: [CH2:1]([O:3][CH:4]([O:12][CH2:13][CH3:14])[C:5]1[CH:10]=[CH:9][CH:8]=[CH:7][C:6]=1Br)[CH3:2].C([Li])CCC.[F:20][C:21]1[CH:28]=[CH:27][CH:26]=[CH:25][C:22]=1[CH:23]=[O:24]>O1CCCC1.CCCCCC>[CH2:1]([O:3][CH:4]([O:12][CH2:13][CH3:14])[C:5]1[CH:10]=[CH:9][CH:8]=[CH:7][C:6]=1[CH:23]([C:22]1[CH:25]=[CH:26][CH:27]=[CH:28][C:21]=1[F:20])[OH:24])[CH3:2]. The reactants are solution, C(CCC)[Li] (butyllithium), FC1=C(C=O)C=CC=C1 (2-fluorobenzaldehyde), ice water, C(C)OC(C1=C(C=CC=C1)Br)OCC (2-bromobenzaldehyde diethyl acetal). The product is C(C)OC(C1=C(C=CC=C1)C(O)C1=C(C=CC=C1)F)OCC (2-(diethoxymethyl)-α-(2-fluorophenyl)-benzenemethanol). Starting materials: ClC=1C(=NC=C(C(=O)OC)C1)OCC(F)(F)F (methyl 5-chloro-6-(2,2,2-trifluoroethoxy)nicotinate), [H-] (hydride), Amine-4. Product: ClC=1C=C(C=NC1OCC(F)(F)F)CO ((5-chloro-6-(2,2,2-trifluoroethoxy)pyridin-3-yl)methanol). The yield is 78.0%. As a reaction SMILES: [Cl:1][C:2]1[C:3]([O:12][CH2:13][C:14]([F:17])([F:16])[F:15])=[N:4][CH:5]=[C:6]([CH:11]=1)[C:7](OC)=[O:8].[H-]>>[Cl:1][C:2]1[CH:11]=[C:6]([CH2:7][OH:8])[CH:5]=[N:4][C:3]=1[O:12][CH2:13][C:14]([F:15])([F:16])[F:17]. Procedure: The title compound is prepared in 78% yield (210 mg, a white solid) from methyl 5-chloro-6-(2,2,2-trifluoroethoxy)nicotinate (300 mg, 1.1 mmol, Step-1) and diisobutylalminium hydride (1.0 M in hexane, 2.4 mL, 2.4 mmol) by the similar manner in Step-3 of Amine-4.